Dataset: the Open Reaction Database (ORD), a public repository of structured organic reaction records. Task: describe an organic reaction: reactants, conditions, products, and yield Starting materials: ClC1=CC(=C(OCC2=C(C(O)C=3N(C=CN3)C)C=CC=C2)C=C1)C (2-[2-(4-chloro-2-methylphenoxymethyl)-α-hydroxybenzyl]-1-methylimidazole), CN(C=O)C (N,N-dimethylformamide), C(C)Br (ethyl bromide), [H-].[Na+] (sodium hydride). Run in CCOCC (ether). Run at time 3 hour. Product: ClC1=CC(=C(OCC2=C(C(OCC)C=3N(C=CN3)C)C=CC=C2)C=C1)C (2-[2-(4-chloro-2-methylphenoxymethyl)-α-ethoxybenzyl]-1-methylimidazole). Yield: 89.9%. As a reaction SMILES: [Cl:1][C:2]1[CH:23]=[CH:22][C:5]([O:6][CH2:7][C:8]2[CH:21]=[CH:20][CH:19]=[CH:18][C:9]=2[CH:10]([C:12]2[N:13]([CH3:17])[CH:14]=[CH:15][N:16]=2)[OH:11])=[C:4]([CH3:24])[CH:3]=1.CN(C)C=O.[CH2:30](Br)[CH3:31].[H-].[Na+]>CCOCC>[Cl:1][C:2]1[CH:23]=[CH:22][C:5]([O:6][CH2:7][C:8]2[CH:21]=[CH:20][CH:19]=[CH:18][C:9]=2[CH:10]([C:12]2[N:13]([CH3:17])[CH:14]=[CH:15][N:16]=2)[O:11][CH2:30][CH3:31])=[C:4]([CH3:24])[CH:3]=1 |f:3.4|. Reported procedure: To a mixture of 0.34 g (0.9 mmol) of 2-[2-(4-chloro-2-methylphenoxymethyl)-α-hydroxybenzyl]-1-methylimidazole, 3 ml of N,N-dimethylformamide and 0.13 ml (1.8 mmol) of ethyl bromide was added 0.05 g (1.3 mmol) of 60% sodium hydride under ice-cooling and stirred at the same temperature for 3 hours. After completion of the reaction, 100 ml of ether was added and washed twice with 80 ml of brine. The ether layer was dried over anhydrous magnesium and concentrated under reduced pressure. The residue ... The reactants are N1=CN=C(C2=C1SC=C2)O (thieno[2,3-d]pyrimidin-4-ol), S(=O)(Cl)Cl (thionyl chloride). The solvent is CN(C)C=O (DMF). Product: ClC=1C2=C(N=CN1)SC=C2 (4-Chloro-thieno[2,3-d]-pyrimidine). As a reaction SMILES: [N:1]1[C:6]2[S:7][CH:8]=[CH:9][C:5]=2[C:4](O)=[N:3][CH:2]=1.S(Cl)([Cl:13])=O>CN(C=O)C>[Cl:13][C:4]1[C:5]2[CH:9]=[CH:8][S:7][C:6]=2[N:1]=[CH:2][N:3]=1. Procedure details: A mixture of thieno[2,3-d]pyrimidin-4-ol derivative 3 (3.7 mmol), thionyl chloride (5.5 mL) and dry DMF (0.5 mL) was heated at reflux for 4 h. The reaction mixture was cooled to room temperature and the excess thionyl chloride was removed by vacuum distillation. To the resulting residue 200 g of ice was added and extracted with dichloromethane (3×100 mL). The combined organic layers were dried (Na2SO4) and concentrated. The product was purified by silica chromatography (100% DCM) to afford 4-Chl...